Dataset: the Open Reaction Database (ORD), a public repository of structured organic reaction records. Task: describe an organic reaction: reactants, conditions, products, and yield The reactants are FC1=C(C=CC(=C1)F)N1N=C(CC1C1=CC(=CC=C1)B1OC(C(O1)(C)C)(C)C)C(C(F)(F)F)(F)F (1-(2,4-difluoro-phenyl)-3-pentafluoroethyl-5-(3-(4,4,5,5-tetramethyl-1,3,2-dioxaborolan-2-yl)phenyl)-4,5-dihydro-1H-pyrazole), C([O-])([O-])=O.[Na+].[Na+] (sodium carbonate), BrC1=C(C=C(C(=C1)F)S(=O)(=O)C)F (1-bromo-2,5-difluoro-4-(methylsulfonyl)benzene), CCCC (1,2-dimethylethane). The reagents and catalysts are C=1C=CC(=CC1)[P](C=2C=CC=CC2)(C=3C=CC=CC3)[Pd]([P](C=4C=CC=CC4)(C=5C=CC=CC5)C=6C=CC=CC6)([P](C=7C=CC=CC7)(C=8C=CC=CC8)C=9C=CC=CC9)[P](C=1C=CC=CC1)(C=1C=CC=CC1)C=1C=CC=CC1 (Pd(PPh3)4). Run in C(C)O (ethanol), O (water). Conditions: temperature 88 celsius, time 2 hour. The product is FC1=C(C=C(C(=C1)S(=O)(=O)C)F)C1=CC(=CC=C1)C1CC(=NN1C1=C(C=C(C=C1)F)F)C(C(F)(F)F)(F)F (5-(2′,5′-difluoro-4′-methanesulfonyl-biphenyl-3-yl)-1-(2,4-difluoro-phenyl)-3-pentafluoroethyl-4,5-dihydro-1H-pyrazole). The yield is 25.2%. RXN SMILES: Br[C:2]1[CH:7]=[C:6]([F:8])[C:5]([S:9]([CH3:12])(=[O:11])=[O:10])=[CH:4][C:3]=1[F:13].CCCC.[F:18][C:19]1[CH:24]=[C:23]([F:25])[CH:22]=[CH:21][C:20]=1[N:26]1[CH:30]([C:31]2[CH:36]=[CH:35][CH:34]=[C:33](B3OC(C)(C)C(C)(C)O3)[CH:32]=2)[CH2:29][C:28]([C:46]([F:52])([F:51])[C:47]([F:50])([F:49])[F:48])=[N:27]1.C(=O)([O-])[O-].[Na+].[Na+]>C1C=CC([P]([Pd]([P](C2C=CC=CC=2)(C2C=CC=CC=2)C2C=CC=CC=2)([P](C2C=CC=CC=2)(C2C=CC=CC=2)C2C=CC=CC=2)[P](C2C=CC=CC=2)(C2C=CC=CC=2)C2C=CC=CC=2)(C2C=CC=CC=2)C2C=CC=CC=2)=CC=1.O.C(O)C>[F:13][C:3]1[CH:4]=[C:5]([S:9]([CH3:12])(=[O:11])=[O:10])[C:6]([F:8])=[CH:7][C:2]=1[C:33]1[CH:34]=[CH:35][CH:36]=[C:31]([CH:30]2[N:26]([C:20]3[CH:21]=[CH:22][C:23]([F:25])=[CH:24][C:19]=3[F:18])[N:27]=[C:28]([C:46]([F:52])([F:51])[C:47]([F:48])([F:50])[F:49])[CH2:29]2)[CH:32]=1 |f:3.4.5,^1:62,64,83,102|. Procedure: To 1-bromo-2,5-difluoro-4-(methylsulfonyl)benzene (19.0 mg, 0.07 mmol), were added 1,2-dimethylethane (1.5 mL) and Pd(PPh3)4 (8.1 mg, cat.). To the reaction mixture, were added 1-(2,4-difluoro-phenyl)-3-pentafluoroethyl-5-(3-(4,4,5,5-tetramethyl-1,3,2-dioxaborolan-2-yl)phenyl)-4,5-dihydro-1H-pyrazole (35 mg, 0.07 mmol) prepared in Step 1, ethanol (350.0 uL), and a 2N sodium carbonate solution (350.0 uL). The reaction mixture was stirred at 88° C. for 2 hours. Distilled water was added to the rea... The reactants are ClC1=CC=C(S1)C1=C(C=C(C=C1)N1C(C2=CC=CC=C2C1=O)=O)OC (2-[4-(5-chlorothien-2-yl)-3-methoxyphenyl]-1H-isoindol-1,3(2H)-dione), O.NN (hydrazine hydrate). Solvent: C(C)O (ethanol). The product is ClC1=CC=C(S1)C1=C(C=C(N)C=C1)OC (4-(5-chlorothien-2-yl)-3-methoxyaniline). The yield is 83.4%. Reaction SMILES: [Cl:1][C:2]1[S:6][C:5]([C:7]2[CH:12]=[CH:11][C:10]([N:13]3C(=O)C4C(=CC=CC=4)C3=O)=[CH:9][C:8]=2[O:24][CH3:25])=[CH:4][CH:3]=1.O.NN>C(O)C>[Cl:1][C:2]1[S:6][C:5]([C:7]2[CH:12]=[CH:11][C:10]([NH2:13])=[CH:9][C:8]=2[O:24][CH3:25])=[CH:4][CH:3]=1 |f:1.2|. Reported procedure: A stirred mixture of 2.5 g (0.007 mole) of 2-[4-(5-chlorothien-2-yl)-3-methoxyphenyl]-1H-isoindol-1,3(2H)-dione and 0.4 g (0.007 mole) of hydrazine hydrate in 30 ml of absolute ethanol was heated at reflux for one hour. The mixture was cooled and the solvent evaporated under reduced pressure to leave a residue. The residue was subjected to column chromatography on silica gel, eluting with methylene chloride to yield 1.4 g of 4-(5-chlorothien-2-yl)-3-methoxyaniline. Starting materials: OC=1NNC2=C(N1)N=CC=C2 (3-hydroxy-1,2-dihydro-pyrido[2,3-e]-as-triazine), ClC(=O)OC (methyl chloroformate). Solvent: O1CCOCC1 (dioxane). Conditions: time 5 hour. The product is Cl.COC(=O)N1NC(=NC2=C1C=CC=N2)OC(=O)OC (1-methoxycarbonyl-3-methoxycarbonyloxy-1,2-dihydro-pyrido[2,3-e]-as-triazine hydrochloride). Isolated yield 78.9%. RXN SMILES: [OH:1][C:2]1[NH:3][NH:4][C:5]2[CH:11]=[CH:10][CH:9]=[N:8][C:6]=2[N:7]=1.[Cl:12][C:13]([O:15][CH3:16])=[O:14]>O1CCOCC1>[ClH:12].[CH3:16][O:15][C:13]([N:4]1[C:5]2[CH:11]=[CH:10][CH:9]=[N:8][C:6]=2[N:7]=[C:2]([O:1][C:13]([O:15][CH3:16])=[O:14])[NH:3]1)=[O:14] |f:3.4|. Procedure: A mixture of 2.5 g (0.015 moles) of 3-hydroxy-1,2-dihydro-pyrido[2,3-e]-as-triazine, 2.16 g (0.03 moles) of methyl chloroformate and 100 ml of dioxane is maintained at 5°-10° C. for 3 hours and then at 40°-50° C. for 5 hours. Thereafter the solvent is removed to obtain 3.58 g (79%) of the title compound; m.p.: 159°-160° C. The reactants are O=C(OO)c1cccc(Cl)c1, ClCCl, CC(=O)NC1=C2C=CC3C(CCC4(C)C(=O)CCC34)C2(C)C=CC1=O, [Na+], [Na+], [O-]B([O-])[O-], O=S([O-])S(=O)(=O)[O-]. Yields the product CC(=O)NC1=C2C3OC3C3C(CCC4(C)C(=O)CCC34)C2(C)C=CC1=O. RXN SMILES: [Cl:30][c:31]1[cH:32][cH:33][cH:34][c:35]([C:36]([O:37][OH:38])=[O:39])[cH:40]1.[Cl:50][CH2:51][Cl:52].[NH:1]([C:2](=[O:3])[CH3:4])[C:5]1=[C:6]2[CH:7]=[CH:8][CH:9]3[CH:10]4[CH2:11][CH2:12][C:13](=[O:25])[C:14]4([CH3:15])[CH2:16][CH2:17][CH:18]3[C:19]2([CH3:24])[CH:20]=[CH:21][C:22]1=[O:23].[Na+:48].[Na+:49].[O-:26][B:27]([O-:28])[O-:29].[S:41]([S:42]([O-:43])=[O:44])([O-:45])(=[O:46])=[O:47]>>[NH:1]([C:2](=[O:3])[CH3:4])[C:5]1=[C:6]2[CH:7]3[CH:8]([CH:9]4[CH:10]5[CH2:11][CH2:12][C:13](=[O:25])[C:14]5([CH3:15])[CH2:16][CH2:17][CH:18]4[C:19]2([CH3:24])[CH:20]=[CH:21][C:22]1=[O:23])[O:26]3. Starting materials: NC1=CC=C(C2=CC=CC=C12)OC1=CC=NC=2N=CC(NC21)=O (8-(4-aminonaphthalen-1-yloxy)pyrido[2,3-b]pyrazin-2(1H)-one), C(C)(C)(C)C1=NN(C(=C1)N=C=O)C1=CC=CC=C1 (3-tert-butyl-5-isocyanato-1-phenyl-1H-pyrazole). The product is C(C)(C)(C)C1=NN(C(=C1)NC(=O)NC1=CC=C(C2=CC=CC=C12)OC1=CC=NC=2N=CC(NC21)=O)C2=CC=CC=C2 (1-(3-tert-butyl-1-phenyl-1H-pyrazol-5-yl)-3-(4-(2-oxo-1,2-dihydropyrido[2,3-b]pyrazin-8-yloxy)naphthalen-1-yl)urea). Isolated yield 17.0%. As a reaction SMILES: [NH2:1][C:2]1[C:11]2[C:6](=[CH:7][CH:8]=[CH:9][CH:10]=2)[C:5]([O:12][C:13]2[C:22]3[NH:21][C:20](=[O:23])[CH:19]=[N:18][C:17]=3[N:16]=[CH:15][CH:14]=2)=[CH:4][CH:3]=1.[C:24]([C:28]1[CH:32]=[C:31]([N:33]=[C:34]=[O:35])[N:30]([C:36]2[CH:41]=[CH:40][CH:39]=[CH:38][CH:37]=2)[N:29]=1)([CH3:27])([CH3:26])[CH3:25]>>[C:24]([C:28]1[CH:32]=[C:31]([NH:33][C:34]([NH:1][C:2]2[C:11]3[C:6](=[CH:7][CH:8]=[CH:9][CH:10]=3)[C:5]([O:12][C:13]3[C:22]4[NH:21][C:20](=[O:23])[CH:19]=[N:18][C:17]=4[N:16]=[CH:15][CH:14]=3)=[CH:4][CH:3]=2)=[O:35])[N:30]([C:36]2[CH:41]=[CH:40][CH:39]=[CH:38][CH:37]=2)[N:29]=1)([CH3:27])([CH3:25])[CH3:26]. Reported procedure: Method F2 was used with 8-(4-aminonaphthalen-1-yloxy)pyrido[2,3-b]pyrazin-2(1H)-one and 3-tert-butyl-5-isocyanato-1-phenyl-1H-pyrazole to afford the title compound as a white solid (11 mg, 17%).